Task: describe an organic reaction: reactants, conditions, products, and yield. Dataset: the Open Reaction Database (ORD), a public repository of structured organic reaction records The reactants are OCCBr, O=C([O-])[O-], CCOC(C)=O, [Cs+], [Cs+], CN(C)C=O, c1ccc2c(c1)CNCC2c1ccc2sccc2c1. The product is c1ccc2c(c1)CCNC2. Reaction SMILES: [Br:20][CH2:21][CH2:22][OH:23].[C:24](=[O:25])([O-:26])[O-:27].[CH3:35][CH2:36][O:37][C:38](=[O:39])[CH3:40].[Cs+:28].[Cs+:29].[O:30]=[CH:31][N:32]([CH3:33])[CH3:34].[s:1]1[cH:2][cH:3][c:4]2[cH:5][c:6]([CH:10]3[CH2:11][NH:12][CH2:13][c:14]4[cH:15][cH:16][cH:17][cH:18][c:19]43)[cH:7][cH:8][c:9]12>>[CH2:10]1[CH2:11][NH:12][CH2:13][c:14]2[cH:15][cH:16][cH:17][cH:18][c:19]21. Starting materials: BrC1=C(C=C(C(=O)OC)C=C1)COC (Methyl 4-bromo-3-(methoxymethyl)benzoate), FC=1C(=C(C=CC1)C1=C(C=C(C=C1)C(=O)O)COC)C (3′-fluoro-2-(methoxymethyl)-2′-methylbiphenyl-4-carboxylic acid), FC=1C(=C(C=CC1)B(O)O)C (3-fluoro-2-methylphenylboronic acid), [F-].[Cs+] (cesium fluoride). Reagents/catalysts: Cl[Pd]([P](C1=CC=CC=C1)(C2=CC=CC=C2)C3=CC=CC=C3)([P](C4=CC=CC=C4)(C5=CC=CC=C5)C6=CC=CC=C6)Cl (bis(triphenylphosphine)palladium(II) chloride). Solvent: O (water), CC(C)(C)OC (MTBE), O1CCOCC1 (dioxane). Conditions: temperature 100 celsius. The product is FC=1C(=C(C=CC1)C1=C(C=C(C=C1)C(=O)OC)COC)C (methyl 3′-fluoro-2-(methoxymethyl)-2′-methylbiphenyl-4-carboxylate), oil. Isolated yield 87.0%. RXN SMILES: Br[C:2]1[CH:11]=[CH:10][C:5]([C:6]([O:8][CH3:9])=[O:7])=[CH:4][C:3]=1[CH2:12][O:13][CH3:14].[F:15][C:16]1[C:17]([CH3:34])=[C:18](C2C=CC(C(O)=O)=CC=2COC)[CH:19]=[CH:20][CH:21]=1.FC1C(C)=C(B(O)O)C=CC=1.[F-].[Cs+]>O1CCOCC1.CC(OC)(C)C.Cl[Pd](Cl)([P](C1C=CC=CC=1)(C1C=CC=CC=1)C1C=CC=CC=1)[P](C1C=CC=CC=1)(C1C=CC=CC=1)C1C=CC=CC=1.O>[F:15][C:16]1[C:17]([CH3:34])=[C:18]([C:2]2[CH:11]=[CH:10][C:5]([C:6]([O:8][CH3:9])=[O:7])=[CH:4][C:3]=2[CH2:12][O:13][CH3:14])[CH:19]=[CH:20][CH:21]=1 |f:3.4,^1:62,81|. Procedure details: A mixture of methyl 4-bromo-3-(methoxymethyl)benzoate (Intermediate 1, Step 2, 5.00 g, 19.3 mmol), 3-fluoro-2-methylphenylboronic acid (4.46 g, 29.0 mmol), bis(triphenylphosphine)palladium(II) chloride (271 mg, 0.39 mmol) and cesium fluoride (8.79 g, 57.9 mmol) was prepared in dioxane (50 mL) and water (20 mL) under nitrogen atmosphere. The reaction mixture was heated at 100° C. for 1 hour. The reaction mixture was cooled at RT, diluted with MTBE (250 mL) and the layers were separated. The organ... Starting materials: O=C1c2ccccc2C(=O)N1c1ncccc1CN1CCCCC1, CCO, NN, O. Yields the product Nc1ncccc1CN1CCCCC1. As a reaction SMILES: [C:1]1(=[O:2])[N:5]([c:6]2[n:7][cH:8][cH:9][cH:10][c:11]2[CH2:12][N:13]2[CH2:14][CH2:15][CH2:16][CH2:17][CH2:18]2)[C:3](=[O:4])[c:19]2[cH:20][cH:21][cH:22][cH:23][c:24]21.[CH3:28][CH2:29][OH:30].[NH2:26][NH2:27].[OH2:25]>>[NH2:5][c:6]1[n:7][cH:8][cH:9][cH:10][c:11]1[CH2:12][N:13]1[CH2:14][CH2:15][CH2:16][CH2:17][CH2:18]1. Reactants: [BH4-], O=Cc1ccccc1, CC(C)O, Cc1ccc(C(=O)c2ccccc2)c(N)c1, [Na+], O=S(=O)(O)O. The product is Cc1ccc(C(=O)c2ccccc2)c(NCc2ccccc2)c1. Reaction SMILES: [BH4-:30].[CH:17](=[O:18])[c:19]1[cH:20][cH:21][cH:22][cH:23][cH:24]1.[CH:32]([OH:33])([CH3:34])[CH3:35].[NH2:1][c:2]1[c:3]([C:4](=[O:5])[c:6]2[cH:7][cH:8][cH:9][cH:10][cH:11]2)[cH:12][cH:13][c:14]([CH3:16])[cH:15]1.[Na+:31].[S:25](=[O:26])(=[O:27])([OH:28])[OH:29]>>[NH:1]([c:2]1[c:3]([C:4](=[O:5])[c:6]2[cH:7][cH:8][cH:9][cH:10][cH:11]2)[cH:12][cH:13][c:14]([CH3:16])[cH:15]1)[CH2:17][c:19]1[cH:20][cH:21][cH:22][cH:23][cH:24]1. The reactants are C(C1=CC=CC=C1)OC=1C=CC(=C(C=O)C1)O (5-Benzyloxy-2-hydroxy-benzaldehyde), BrC(C(=O)OCC)(C)C (ethyl bromoisobutyrate), C([O-])([O-])=O.[Cs+].[Cs+] (cesium carbonate). The solvent is CN(C)C=O (DMF). Product: C(C)OC(C(C)(C)OC1=C(C=C(C=C1)OCC1=CC=CC=C1)C=O)=O (2-(4-Benzyloxy-2-formylphenoxy)-2-methyl propionic acid ethyl ester). Yield: 88.8%. RXN SMILES: [CH2:1]([O:8][C:9]1[CH:10]=[CH:11][C:12]([OH:17])=[C:13]([CH:16]=1)[CH:14]=[O:15])[C:2]1[CH:7]=[CH:6][CH:5]=[CH:4][CH:3]=1.Br[C:19]([CH3:26])([CH3:25])[C:20]([O:22][CH2:23][CH3:24])=[O:21].C(=O)([O-])[O-].[Cs+].[Cs+]>CN(C=O)C>[CH2:23]([O:22][C:20](=[O:21])[C:19]([O:17][C:12]1[CH:11]=[CH:10][C:9]([O:8][CH2:1][C:2]2[CH:3]=[CH:4][CH:5]=[CH:6][CH:7]=2)=[CH:16][C:13]=1[CH:14]=[O:15])([CH3:26])[CH3:25])[CH3:24] |f:2.3.4|. Procedure: 5-Benzyloxy-2-hydroxy-benzaldehyde (Kappe, T.; Witoszynskj, T. Arch. Pharm. (1975), 308 (5), 339-346) (2.28 g, 10.0 mmol), ethyl bromoisobutyrate (2.2 mL, 15 mmol), and cesium carbonate (3.26 g, 10.0 mmol) in dry DMF (25 mL) were heated at 80° C. for 18 h. The reaction mixture was cooled and partitioned between water (30 mL) and ether (75 mL). The organic layer was washed with brine (15 mL). The aqueous layers were back-extracted with ethyl acetate (30 mL), and the organic layer was washed with ...